Dataset: the Open Reaction Database (ORD), a public repository of structured organic reaction records. Task: describe an organic reaction: reactants, conditions, products, and yield Starting materials: CCOc1cc(C(C)(C)C)ccc1C1=NC(C)(c2ccc(Cl)cc2)C(C)(c2ccc(Cl)cc2)N1, O=C(Cl)c1ccco1. Yields the product CCOc1cc(C(C)(C)C)ccc1C1=NC(C)(c2ccc(Cl)cc2)C(C)(c2ccc(Cl)cc2)N1C(=O)c1ccco1. Reaction SMILES: [C:1]([CH3:2])([CH3:3])([CH3:4])[c:5]1[cH:6][c:7]([O:32][CH2:33][CH3:34])[c:8]([C:11]2=[N:15][C:14]([CH3:16])([c:17]3[cH:18][cH:19][c:20]([Cl:23])[cH:21][cH:22]3)[C:13]([CH3:24])([c:25]3[cH:26][cH:27][c:28]([Cl:31])[cH:29][cH:30]3)[NH:12]2)[cH:9][cH:10]1.[o:35]1[c:36]([C:40](=[O:41])[Cl:42])[cH:37][cH:38][cH:39]1>>[C:1]([CH3:2])([CH3:3])([CH3:4])[c:5]1[cH:6][c:7]([O:32][CH2:33][CH3:34])[c:8]([C:11]2=[N:12][C:13]([CH3:24])([c:25]3[cH:26][cH:27][c:28]([Cl:31])[cH:29][cH:30]3)[C:14]([CH3:16])([c:17]3[cH:18][cH:19][c:20]([Cl:23])[cH:21][cH:22]3)[N:15]2[C:40]([c:36]2[o:35][cH:39][cH:38][cH:37]2)=[O:41])[cH:9][cH:10]1. The reactants are C(C1=CC=CC=C1)OC(N(C1=CC=C2C(C(=C(OC2=C1Br)C(C)C)C1=CC=C(C=C1)Cl)=O)CC=C)=O (allyl-[8-bromo-3-(4-chlorophenyl)-2-isopropyl-4-oxo-4H-chromen-7-yl]carbamic acid benzyl ester), C([O-])([O-])=O.[Cs+].[Cs+] (cesium carbonate), [C].[C] (carbon carbon). Reagents/catalysts: C=1C=CC(=CC1)/C=C/C(=O)/C=C/C2=CC=CC=C2.C=1C=CC(=CC1)/C=C/C(=O)/C=C/C2=CC=CC=C2.C=1C=CC(=CC1)/C=C/C(=O)/C=C/C2=CC=CC=C2.[Pd].[Pd] (tris(dibenzylideneacetone)dipalladium). Solvent: C(C)#N (acetonitrile), C(Cl)Cl (methylene chloride). Yields the product C(C1=CC=CC=C1)OC(=O)N1C=C(C2=C3C(=CC=C12)C(C(=C(O3)C(C)C)C3=CC=C(C=C3)Cl)=O)C (3-(4-Chlorophenyl)-2-isopropyl-9-methyl-4-oxo-4H-pyrano[2,3-e]indole-7-carboxylic acid benzyl ester). Reaction SMILES: [CH2:1]([O:8][C:9](=[O:36])[N:10]([CH2:33][CH:34]=[CH2:35])[C:11]1[C:20](Br)=[C:19]2[C:14]([C:15](=[O:32])[C:16]([C:25]3[CH:30]=[CH:29][C:28]([Cl:31])=[CH:27][CH:26]=3)=[C:17]([CH:22]([CH3:24])[CH3:23])[O:18]2)=[CH:13][CH:12]=1)[C:2]1[CH:7]=[CH:6][CH:5]=[CH:4][CH:3]=1.C(=O)([O-])[O-].[Cs+].[Cs+].[C].[C]>C(#N)C.C(Cl)Cl.C1C=CC(/C=C/C(/C=C/C2C=CC=CC=2)=O)=CC=1.C1C=CC(/C=C/C(/C=C/C2C=CC=CC=2)=O)=CC=1.C1C=CC(/C=C/C(/C=C/C2C=CC=CC=2)=O)=CC=1.[Pd].[Pd]>[CH2:1]([O:8][C:9]([N:10]1[C:11]2[C:20](=[C:19]3[O:18][C:17]([CH:22]([CH3:24])[CH3:23])=[C:16]([C:25]4[CH:30]=[CH:29][C:28]([Cl:31])=[CH:27][CH:26]=4)[C:15](=[O:32])[C:14]3=[CH:13][CH:12]=2)[C:34]([CH3:35])=[CH:33]1)=[O:36])[C:2]1[CH:7]=[CH:6][CH:5]=[CH:4][CH:3]=1 |f:1.2.3,4.5,8.9.10.11.12|. Procedure: A mixture of allyl-[8-bromo-3-(4-chlorophenyl)-2-isopropyl-4-oxo-4H-chromen-7-yl]carbamic acid benzyl ester (0.094 g, 0.166 mmol), tetrakis(triphenylphosphine)palladium (0) (0.01 g, 0.0086 mmol, 5 mol %) and cesium carbonate (0.27 g, 0.83 mmol, 5 eq.) in acetonitrile (4 ml) and methylene chloride (1 ml) is irradiated in a microwave instrument at 100° C. for 20 min. The mixture is filtered through Celite filter aid, and the pad of Celite is washed with methylene chloride, followed by ethyl acetat...